Task: describe an organic reaction: reactants, conditions, products, and yield. Dataset: the Open Reaction Database (ORD), a public repository of structured organic reaction records Reactants: O=C([O-])O, CCNCC, CCN=C=NCCCN(C)C, ClCCl, Cl, O=C(O)c1ccc(CN2CCN(C(=O)c3cc(C(F)(F)F)cc(C(F)(F)F)c3)C(Cc3c[nH]c4ccccc34)C2)cc1, [Na+], On1nnc2ccccc21. Product: CCN(CC)C(=O)c1ccc(CN2CCN(C(=O)c3cc(C(F)(F)F)cc(C(F)(F)F)c3)C(Cc3c[nH]c4ccccc34)C2)cc1. RXN SMILES: [C:70](=[O:71])([OH:72])[O-:73].[CH2:44]([CH3:45])[NH:46][CH2:47][CH3:48].[CH3:49][N:50]([CH3:51])[CH2:52][CH2:53][CH2:54][N:55]=[C:56]=[N:57][CH2:58][CH3:59].[Cl:75][CH2:76][Cl:77].[ClH:43].[F:1][C:2]([c:3]1[cH:4][c:5]([C:6](=[O:7])[N:8]2[CH:9]([CH2:24][c:25]3[cH:26][nH:27][c:28]4[cH:29][cH:30][cH:31][cH:32][c:33]34)[CH2:10][N:11]([CH2:14][c:15]3[cH:16][cH:17][c:18]([C:21](=[O:22])[OH:23])[cH:19][cH:20]3)[CH2:12][CH2:13]2)[cH:34][c:35]([C:37]([F:38])([F:39])[F:40])[cH:36]1)([F:41])[F:42].[Na+:74].[OH:60][n:61]1[c:62]2[cH:63][cH:64][cH:65][cH:66][c:67]2[n:68][n:69]1>>[F:1][C:2]([c:3]1[cH:4][c:5]([C:6](=[O:7])[N:8]2[CH:9]([CH2:24][c:25]3[cH:26][nH:27][c:28]4[cH:29][cH:30][cH:31][cH:32][c:33]34)[CH2:10][N:11]([CH2:14][c:15]3[cH:16][cH:17][c:18]([C:21](=[O:22])[N:46]([CH2:44][CH3:45])[CH2:47][CH3:48])[cH:19][cH:20]3)[CH2:12][CH2:13]2)[cH:34][c:35]([C:37]([F:38])([F:39])[F:40])[cH:36]1)([F:41])[F:42]. Starting materials: CN1CCN(CC1)C1=C(C=C(C=C1)[N+](=O)[O-])NC(C)=O (N-[2-(4-methylpiperazin-1-yl)-5-nitrophenyl]acetamide), [H-].[Na+] (sodium hydride), [Cl-].[NH4+] (ammonium chloride), CI (methyl iodide). Run in oil, CN(C)C=O (DMF). Conditions: time 1 hour. Yields the product CN(C(C)=O)C1=C(C=CC(=C1)[N+](=O)[O-])N1CCN(CC1)C (N-methyl-N-[2-(4-methylpiperazin-1-yl)-5-nitrophenyl]acetamide). Reaction SMILES: [CH3:1][N:2]1[CH2:7][CH2:6][N:5]([C:8]2[CH:13]=[CH:12][C:11]([N+:14]([O-:16])=[O:15])=[CH:10][C:9]=2[NH:17][C:18](=[O:20])[CH3:19])[CH2:4][CH2:3]1.[H-].[Na+].[CH3:23]I.[Cl-].[NH4+]>CN(C=O)C>[CH3:23][N:17]([C:9]1[CH:10]=[C:11]([N+:14]([O-:16])=[O:15])[CH:12]=[CH:13][C:8]=1[N:5]1[CH2:6][CH2:7][N:2]([CH3:1])[CH2:3][CH2:4]1)[C:18](=[O:20])[CH3:19] |f:1.2,4.5|. Procedure: To a mixture of N-[2-(4-methylpiperazin-1-yl)-5-nitrophenyl]acetamide (433 mg) and DMF (5 mL), 63% sodium hydride in oil (66 mg) was added under ice cooling and stirred at room temperature for 1 hour. The reaction liquid was ice cooled again, and methyl iodide (0.11 mL) was added and stirred at room temperature for 4 hours. The reaction liquid was poured into saturated aqueous ammonium chloride and extracted with ethyl acetate. The organic layer was washed with saturated aqueous sodium chloride ... The reactants are C(C)OC(=O)C=1NC=C(C1)[N+](=O)[O-] (4-nitro-1H-pyrrole-2-carboxylic acid ethyl ester), [H-].[Na+] (NaH), O (Water), CS(=O)(=O)Cl (methanesulfonyl chloride). The solvent is C1CCOC1 (THF). The product is C(C)OC(=O)C=1N(C=C(C1)[N+](=O)[O-])S(=O)(=O)C (1-Methanesulfonyl-4-nitro-1H-pyrrole-2-carboxylic acid ethyl ester). Isolated yield 84.3%. Reaction SMILES: [CH2:1]([O:3][C:4]([C:6]1[NH:7][CH:8]=[C:9]([N+:11]([O-:13])=[O:12])[CH:10]=1)=[O:5])[CH3:2].[H-].[Na+].[CH3:16][S:17](Cl)(=[O:19])=[O:18].O>C1COCC1>[CH2:1]([O:3][C:4]([C:6]1[N:7]([S:17]([CH3:16])(=[O:19])=[O:18])[CH:8]=[C:9]([N+:11]([O-:13])=[O:12])[CH:10]=1)=[O:5])[CH3:2] |f:1.2|. Procedure details: To a solution of 4-nitro-1H-pyrrole-2-carboxylic acid ethyl ester (2.0 g, 10.86 mmol) in anhydrous THF (54 mL) was added NaH (650 mg, 60% dispersion, 16.25 mmol) at room temperature. The suspension was stirred at room temperature for 30 minutes before the addition of methanesulfonyl chloride (1.87 g, 16.32 mmol). The reaction mixture was stirred at room temperature over night. Water was carefully added to the reaction solution, and the resulting mixture was extracted with EtOAc (3×50 mL). The co... Reactants: BrC(Br)(Br)Br, ClCCl, CCC(O)c1ccc(C(F)(F)F)cc1CN1C(=O)OC(c2cc(C(F)(F)F)cc(C(F)(F)F)c2)C1C, c1ccc(P(c2ccccc2)c2ccccc2)cc1. Product: CCC(Br)c1ccc(C(F)(F)F)cc1CN1C(=O)OC(c2cc(C(F)(F)F)cc(C(F)(F)F)c2)C1C. As a reaction SMILES: [Br:37][C:38]([Br:39])([Br:40])[Br:41].[Cl:61][CH2:62][Cl:63].[F:1][C:2]([c:3]1[cH:4][c:5]([CH:13]2[CH:14]([CH3:34])[N:15]([CH2:19][c:20]3[c:21]([CH:30]([CH2:31][CH3:32])[OH:33])[cH:22][cH:23][c:24]([C:26]([F:27])([F:28])[F:29])[cH:25]3)[C:16](=[O:18])[O:17]2)[cH:6][c:7]([C:9]([F:10])([F:11])[F:12])[cH:8]1)([F:35])[F:36].[c:42]1([P:43]([c:44]2[cH:45][cH:46][cH:47][cH:48][cH:49]2)[c:50]2[cH:51][cH:52][cH:53][cH:54][cH:55]2)[cH:56][cH:57][cH:58][cH:59][cH:60]1>>[F:1][C:2]([c:3]1[cH:4][c:5]([CH:13]2[CH:14]([CH3:34])[N:15]([CH2:19][c:20]3[c:21]([CH:30]([CH2:31][CH3:32])[Br:37])[cH:22][cH:23][c:24]([C:26]([F:27])([F:28])[F:29])[cH:25]3)[C:16](=[O:18])[O:17]2)[cH:6][c:7]([C:9]([F:10])([F:11])[F:12])[cH:8]1)([F:35])[F:36]. Reactants: CCOCC, CC(C)(C)CCN, O=C=NCCCl. Product: CC(C)(C)CCNC(=O)NCCCl. RXN SMILES: [CH3:14][CH2:15][O:16][CH2:17][CH3:18].[CH3:1][C:2]([CH2:3][CH2:4][NH2:5])([CH3:6])[CH3:7].[Cl:8][CH2:9][CH2:10][N:11]=[C:12]=[O:13]>>[CH3:1][C:2]([CH2:3][CH2:4][NH:5][C:12]([NH:11][CH2:10][CH2:9][Cl:8])=[O:13])([CH3:6])[CH3:7].